From a dataset of the Open Reaction Database (ORD), a public repository of structured organic reaction records. describe an organic reaction: reactants, conditions, products, and yield Starting materials: C(CC)C=1C(=NC=NC1C)Cl (5-propyl-4-chloro-6-methyl-pyrimidine), O.NN (hydrazine monohydrate). Solvent: C(C)O (ethanol). Conditions: temperature 80 celsius. Product: CC1=C(C(=NC=N1)NN)CCC ((6-Methyl-5-propyl-pyrimidin-4-yl)-hydrazine). RXN SMILES: [CH2:1]([C:4]1[C:5](Cl)=[N:6][CH:7]=[N:8][C:9]=1[CH3:10])[CH2:2][CH3:3].O.[NH2:13][NH2:14]>C(O)C>[CH3:10][C:9]1[N:8]=[CH:7][N:6]=[C:5]([NH:13][NH2:14])[C:4]=1[CH2:1][CH2:2][CH3:3] |f:1.2|. Procedure: A mixture of 5-propyl-4-chloro-6-methyl-pyrimidine (10 mmol) and hydrazine monohydrate (30 mmol) in ethanol (20 mL) is heated at 80° C. overnight. Solvent is removed in vacuo and the residue solid is in the next step without further purification. Reactants: FC=1C=CC2=C(OCS(N2)(=O)=O)C1 (6-Fluoro-1H-4,2,1-benzoxathiazine 2,2-dioxide), CO3, C(C1=CC=CC=C1)Br (benzyl bromide), C(C)(=O)OCC (ethyl acetate). Reagents/catalysts: CCCC[N+](CCCC)(CCCC)CCCC.[Br-] (TBAB). Solvent: CN(C)C=O (DMF). Conditions: time 48 hour. Yields the product FC=1C=CC2=C(OCS(N2CC2=CC=CC=C2)(=O)=O)C1 (6-Fluoro-1-(phenylmethyl)-1H-4,2,1-benzoxathiazine 2,2-dioxide). Yield: 105.3%. Reaction SMILES: [F:1][C:2]1[CH:3]=[CH:4][C:5]2[NH:10][S:9](=[O:12])(=[O:11])[CH2:8][O:7][C:6]=2[CH:13]=1.[CH2:14](Br)[C:15]1[CH:20]=[CH:19][CH:18]=[CH:17][CH:16]=1.C(OCC)(=O)C>CCCC[N+](CCCC)(CCCC)CCCC.[Br-].CN(C=O)C>[F:1][C:2]1[CH:3]=[CH:4][C:5]2[N:10]([CH2:14][C:15]3[CH:20]=[CH:19][CH:18]=[CH:17][CH:16]=3)[S:9](=[O:12])(=[O:11])[CH2:8][O:7][C:6]=2[CH:13]=1 |f:3.4|. Reported procedure: A mixture of the title compound of Step D (0.5 g, 2.46 mmol), K2 CO3 (1.02 g, 7.38 mmol), benzyl bromide (0.463 g, 2.71 mmol) and TBAB (79 mg) in DMF (5 mL) was stirred at room temperature for 48 h. After the reaction was complete, the reaction mixture was poured into an H2 O/ethyl acetate mixture (10/100 mL). The organic phase was separated, dried and concentrated to give the title compound of Step E as a brown solid (0.76 g). 1H NMR (CDCl3, 300 MHz): δ7.32 (m,6H, aromatic) 6.72 (d,1H, 11 Hz), ... Reactants: Cl.Cl.N1(CCNCC1)C1C(CCCC1)(O)CCC1=CC=C(C=C1)OCC1=C(C=CC=C1)C(F)(F)F (2-piperazin-1-yl-1-(4-{[2-(trifluoromethyl)benzyl]oxy}phenylethyl]cyclohexanol dihydrochloride), OC1(CCCCC1)C(C(=O)N1CCN(CC1)C(=O)OC(C)(C)C)C1=CC=C(C=C1)OCC1=C(C=CC=C1)C(F)(F)F (tert-butyl 4-[(1-hydroxycyclohexyl)(4-{[2-(trifluoromethyl)benzyl]oxy}phenyl)acetyl]piperazine-1-carboxylate). Product: Cl.Cl.N1(CCNCC1)CC(C1=CC=C(C=C1)OCC1=C(C=CC=C1)C(F)(F)F)C1(CCCCC1)O (1-[2-piperazin-1-yl-1-(4-{[2-(trifluoromethyl)benzyl]oxy}phenyl)ethyl]cyclohexanol Dihydrochloride). As a reaction SMILES: [ClH:1].Cl.N1(C2CCCCC2(CCC2C=CC(OCC3C=CC=CC=3C(F)(F)F)=CC=2)O)CCNCC1.[OH:36][C:37]1([CH:43]([C:59]2[CH:64]=[CH:63][C:62]([O:65][CH2:66][C:67]3[CH:72]=[CH:71][CH:70]=[CH:69][C:68]=3[C:73]([F:76])([F:75])[F:74])=[CH:61][CH:60]=2)[C:44]([N:46]2[CH2:51][CH2:50][N:49](C(OC(C)(C)C)=O)[CH2:48][CH2:47]2)=O)[CH2:42][CH2:41][CH2:40][CH2:39][CH2:38]1>>[ClH:1].[ClH:1].[N:46]1([CH2:44][CH:43]([C:37]2([OH:36])[CH2:42][CH2:41][CH2:40][CH2:39][CH2:38]2)[C:59]2[CH:64]=[CH:63][C:62]([O:65][CH2:66][C:67]3[CH:72]=[CH:71][CH:70]=[CH:69][C:68]=3[C:73]([F:76])([F:75])[F:74])=[CH:61][CH:60]=2)[CH2:51][CH2:50][NH:49][CH2:48][CH2:47]1 |f:0.1.2,4.5.6|. Procedure details: In an analogous manner to Example 1, step 2, 1-[2-piperazin-1-yl-1-(4-{[2-(trifluoromethyl)benzyl]oxy}phenylethyl]cyclohexanol dihydrochloride was prepared from tert-butyl 4-[(1-hydroxycyclohexyl)(4-{[2-(trifluoromethyl)benzyl]oxy}phenyl)acetyl]piperazine-1-carboxylate. MS (ES) m/z 463.3; HRMS: calcd for C26H33F3N2O2+H+, 463.25669; found (ESI-FT/MS, [M+H]1+), 463.2574. The reactants are C(=O)(OCC)C(CCC(=O)Cl)(CC=C)C(=O)OCC (4,4-dicarboethoxy-6-heptenic acid chloride), [Cl-].[NH4+] (ammonium chloride), C[Li] (methyl lithium). The reagents and catalysts are [Cu](I)I (copper iodide). Solvent: CCOCC (ether), CCOCC (ether). Reaction conditions: temperature 0 celsius, time 6 hour. Product: C(=O)(OCC)C(CCC(C)=O)(CC=C)C(=O)OCC (5,5-dicarboethoxy-7-octen-2-on). The yield is 109.1%. Reaction SMILES: [CH3:1][Li].[C:3]([C:8]([C:17]([O:19][CH2:20][CH3:21])=[O:18])([CH2:14][CH:15]=[CH2:16])[CH2:9][CH2:10][C:11](Cl)=[O:12])([O:5][CH2:6][CH3:7])=[O:4].[Cl-].[NH4+]>[Cu](I)I.CCOCC>[C:3]([C:8]([C:17]([O:19][CH2:20][CH3:21])=[O:18])([CH2:14][CH:15]=[CH2:16])[CH2:9][CH2:10][C:11](=[O:12])[CH3:1])([O:5][CH2:6][CH3:7])=[O:4] |f:2.3|. Procedure: To an ether suspension (2 ml) containing copper iodide (0.293 g, 1.2 mmol) was added dropwise at −10° C. 1.26 ml of 1.91M ether solution containing methyl lithium (2.4 mmol). After heating to 0° C. over 30 minutes, the reaction liquid was given 4,4-dicarboethoxy-6-heptenic acid chloride (0.291 g, 1.0 mmol), followed by stirring at 0° C. for 6 hours. After addition of a saturated aqueous solution of ammonium chloride, the reaction liquid was extracted with ether. The organic layer was dried with ... Reactants: BrC1=CC=2C3=C(C=NC2C=C1)N(C(N3C=3C(=NN(C3)C)C)=O)C (8-bromo-1-(1,3-dimethyl-1H-pyrazol-4-yl)-3-methyl-1,3-dihydro-imidazo[4,5-c]quinolin-2-one), BrC1=CC=2C3=C(C=NC2C=C1)N(C(N3C=3C(=NN(C3)C)C)=O)C (8-bromo-1-(1,3-dimethyl-1H-pyrazol-4-yl)-3-methyl-1,3-dihydro-imidazo[4,5-c]quinolin-2-one), C1(CCC1)NC=1C=NC=C(C1)B1OC(C(O1)(C)C)(C)C (cyclobutyl-[5-(4,4,5,5-tetramethyl-[1,3,2]dioxaborolan-2-yl)-pyridin-3-yl]-amine). Reported procedure: The title compound was synthesized in a similar manner as described for Example 1.1 using 8-bromo-1-(1,3-dimethyl-1H-pyrazol-4-yl)-3-methyl-1,3-dihydro-imidazo[4,5-c]quinolin-2-one (Intermediate A) and cyclobutyl-[5-(4,4,5,5-tetramethyl-[1,3,2]dioxaborolan-2-yl)-pyridin-3-yl]-amine (Stage 172.1.1) to give the title compound as a white solid. (HPLC: tR 2.29 min (Method A); M+H=440 MS-ES; 1H-NMR (d6-DMSO, 400 MHz) 8.97 (s, 1H), 8.13-8.07 (m, 2H), 7.93-7.84 (m, 3H), 7.58-7.55 (m, 1H), 6.80-6.76 (m,... Yields the product C1(CCC1)NC=1C=C(C=NC1)C1=CC=2C3=C(C=NC2C=C1)N(C(N3C=3C(=NN(C3)C)C)=O)C (8-(5-Cyclobutylamino-pyridin-3-yl)-1-(1,3-dimethyl-1H-pyrazol-4-yl)-3-methyl-1,3-dihydro-imidazo[4,5-c]quinolin-2-one). Reaction SMILES: Br[C:2]1[CH:11]=[CH:10][C:9]2[N:8]=[CH:7][C:6]3[N:12]([CH3:23])[C:13](=[O:22])[N:14]([C:15]4[C:16]([CH3:21])=[N:17][N:18]([CH3:20])[CH:19]=4)[C:5]=3[C:4]=2[CH:3]=1.[CH:24]1([NH:28][C:29]2[CH:30]=[N:31][CH:32]=[C:33](B3OC(C)(C)C(C)(C)O3)[CH:34]=2)[CH2:27][CH2:26][CH2:25]1>>[CH:24]1([NH:28][C:29]2[CH:34]=[C:33]([C:2]3[CH:11]=[CH:10][C:9]4[N:8]=[CH:7][C:6]5[N:12]([CH3:23])[C:13](=[O:22])[N:14]([C:15]6[C:16]([CH3:21])=[N:17][N:18]([CH3:20])[CH:19]=6)[C:5]=5[C:4]=4[CH:3]=3)[CH:32]=[N:31][CH:30]=2)[CH2:25][CH2:26][CH2:27]1.